Dataset: the Open Reaction Database (ORD), a public repository of structured organic reaction records. Task: describe an organic reaction: reactants, conditions, products, and yield Reactants: COC=1C=C(C(=O)N(CCCCCC(=O)O)C(C)(C)C)C=C(C1OC)OC (N-(3,4,5-trimethoxybenzoyl)-6-(tert.-butylamino)caproic acid), COC1=CC=C(C=C1)NCCCC(=O)OCC (ethyl γ-(p-anisidino)butyrate), [OH-].[K+] (potassium hydroxide). The solvent is C(C)O (ethanol). Run at time 12 hour. Product: COC1=CC=C(C=C1)NCCCC(=O)O (4-(p-anisidino)butyric acid). RXN SMILES: COC1C=C(C=C(OC)C=1OC)C(N(C(C)(C)C)CCCCCC(O)=O)=O.[CH3:28][O:29][C:30]1[CH:35]=[CH:34][C:33]([NH:36][CH2:37][CH2:38][CH2:39][C:40]([O:42]CC)=[O:41])=[CH:32][CH:31]=1.[OH-].[K+]>C(O)C>[CH3:28][O:29][C:30]1[CH:31]=[CH:32][C:33]([NH:36][CH2:37][CH2:38][CH2:39][C:40]([OH:42])=[O:41])=[CH:34][CH:35]=1 |f:2.3|. Reported procedure: Analogously to Example 1, by using equivalent quantities, reacting N-(3,4,5-trimethoxybenzoyl)-6-(tert.-butylamino)caproic acid and ethyl γ-(p-anisidino)butyrate and suitable processing, dissolving the evaporation residue in ethanol, adding an ethanolic solution of potassium hydroxide, stirring for 12 hours at room temperature and further processing yields N-[N-(3,4,5-trimethoxybenzoyl)-6-tert.-butylamino)hexanoyl]-4-(p-anisidino)butyric acid. Starting materials: C(C)(=O)OCC (ethyl acetate), COC1=C(C=CC(=C1)OC)C=1C(OC2=CC(=CC=C2C1CCOC)O)=O (3-(2,4-Dimethoxy-phenyl)-7-hydroxy-4-(2-methoxy-ethyl)-chromen-2-one), N1=CC=CC=C1 (pyridine), O(S(=O)(=O)C(F)(F)F)S(=O)(=O)C(F)(F)F (Tf2O). The solvent is C(Cl)Cl (CH2Cl2). Run at temperature 0 celsius, time 1 hour. Yields the product COC1=C(C=CC(=C1)OC)C=1C(OC2=CC(=CC=C2C1CCOC)OS(=O)(=O)C(F)(F)F)=O (Trifluoro-methanesulfonic acid 3-(2,4-dimethoxy-phenyl)-4-(2-methoxy-ethyl)-2-oxo-2H-chromen-7-yl ester). As a reaction SMILES: [CH3:1][O:2][C:3]1[CH:8]=[C:7]([O:9][CH3:10])[CH:6]=[CH:5][C:4]=1[C:11]1[C:12](=[O:26])[O:13][C:14]2[C:19]([C:20]=1[CH2:21][CH2:22][O:23][CH3:24])=[CH:18][CH:17]=[C:16]([OH:25])[CH:15]=2.N1C=CC=CC=1.[O:33](S(C(F)(F)F)(=O)=O)[S:34]([C:37]([F:40])([F:39])[F:38])(=O)=[O:35].C(OCC)(=O)C>C(Cl)Cl>[CH3:1][O:2][C:3]1[CH:8]=[C:7]([O:9][CH3:10])[CH:6]=[CH:5][C:4]=1[C:11]1[C:12](=[O:26])[O:13][C:14]2[C:19]([C:20]=1[CH2:21][CH2:22][O:23][CH3:24])=[CH:18][CH:17]=[C:16]([O:25][S:34]([C:37]([F:40])([F:39])[F:38])(=[O:35])=[O:33])[CH:15]=2. Procedure details: 3-(2,4-Dimethoxy-phenyl)-7-hydroxy-4-(2-methoxy-ethyl)-chromen-2-one (1.8 g, 5.2 mmol) and pyridine (30 mL) were dissolved in CH2Cl2 (200 mL) at room temperature and the reaction mixture was cooled to 0° C., then treated with Tf2O (1.3 mL). After 1 hour, ethyl acetate (200 mL) was poured into the reaction mixture and the reaction mixture was transferred into a separation funnel. The reaction mixture was then washed with 5% sodium bicarbonate (2×250 ml), water (250 ml) and then brine. The organic... The reactants are COC(=O)c1cnn(-c2ccc(S(C)(=O)=O)cc2Cl)c1C1CC1, [Na+], [OH-], O. Product: CS(=O)(=O)c1ccc(-n2ncc(C(=O)O)c2C2CC2)c(Cl)c1. RXN SMILES: [CH3:1][O:2][C:3](=[O:4])[c:5]1[cH:6][n:7][n:8](-[c:13]2[c:14]([Cl:23])[cH:15][c:16]([S:19](=[O:20])(=[O:21])[CH3:22])[cH:17][cH:18]2)[c:9]1[CH:10]1[CH2:11][CH2:12]1.[Na+:25].[OH-:24].[OH2:26]>>[O:2]=[C:3]([OH:4])[c:5]1[cH:6][n:7][n:8](-[c:13]2[c:14]([Cl:23])[cH:15][c:16]([S:19](=[O:20])(=[O:21])[CH3:22])[cH:17][cH:18]2)[c:9]1[CH:10]1[CH2:11][CH2:12]1.